From a dataset of the Open Reaction Database (ORD), a public repository of structured organic reaction records. describe an organic reaction: reactants, conditions, products, and yield Starting materials: O (water), [H-].[Na+] (sodium hydride), C(C)(=O)OCC1=C(C(=O)NCC=2C=NC=CC2)C=C(C=C1)OC (2-acetoxymethyl-5-methoxy-N-(3-pyridylmethyl) benzamide), resultant mixture, C1(=CC=CC=C1)C (toluene). The solvent is CN(C=O)C (dimethylformamide). Reaction conditions: temperature 0 celsius. Yields the product COC1=CC=C2CN(C(C2=C1)=O)CC=1C=NC=CC1 (2,3-dihydro-6-methoxy-2-(3-pyridylmethyl)-1H-isoindole-1-one). Isolated yield 58.2%. As a reaction SMILES: [H-].[Na+].C(O[CH2:7][C:8]1[CH:23]=[CH:22][C:21]([O:24][CH3:25])=[CH:20][C:9]=1[C:10]([NH:12][CH2:13][C:14]1[CH:15]=[N:16][CH:17]=[CH:18][CH:19]=1)=[O:11])(=O)C.O.C1(C)C=CC=CC=1>CN(C)C=O>[CH3:25][O:24][C:21]1[CH:20]=[C:9]2[C:8]([CH2:7][N:12]([CH2:13][C:14]3[CH:15]=[N:16][CH:17]=[CH:18][CH:19]=3)[C:10]2=[O:11])=[CH:23][CH:22]=1 |f:0.1|. Reported procedure: To a suspension of 136 mg of sodium hydride (about 60%) in 7 ml of dimethylformamide chilled at 0° C. was added 820 mg of 2-acetoxymethyl-5-methoxy-N-(3-pyridylmethyl) benzamide and the resultant mixture was stirred at room temperature for 2 hours. The reaction mixture was mixed with water and shaken with toluene. The organic layer was washed with water, dried over anhydrous magnesium sulfate and concentrated in vacuo. The resultant residue was chromatographed on a column of silica gel, eluting ... The reactants are CI, CCOC(C)=O, CN(C)C=O, CC(C)(C(=O)Nc1ccccc1-c1ccccc1N)c1cc(C(F)(F)F)cc(C(F)(F)F)c1. The product is CN(C(=O)C(C)(C)c1cc(C(F)(F)F)cc(C(F)(F)F)c1)c1ccccc1-c1ccccc1N. RXN SMILES: [CH3:34][I:35].[CH3:36][CH2:37][O:38][C:39](=[O:40])[CH3:41].[CH3:42][N:43]([CH3:44])[CH:45]=[O:46].[NH2:1][c:2]1[c:3](-[c:8]2[c:9]([NH:14][C:15]([C:16]([CH3:17])([CH3:18])[c:19]3[cH:20][c:21]([C:29]([F:30])([F:31])[F:32])[cH:22][c:23]([C:25]([F:26])([F:27])[F:28])[cH:24]3)=[O:33])[cH:10][cH:11][cH:12][cH:13]2)[cH:4][cH:5][cH:6][cH:7]1>>[NH2:1][c:2]1[c:3](-[c:8]2[c:9]([N:14]([C:15]([C:16]([CH3:17])([CH3:18])[c:19]3[cH:20][c:21]([C:29]([F:30])([F:31])[F:32])[cH:22][c:23]([C:25]([F:26])([F:27])[F:28])[cH:24]3)=[O:33])[CH3:36])[cH:10][cH:11][cH:12][cH:13]2)[cH:4][cH:5][cH:6][cH:7]1.